From a dataset of the Open Reaction Database (ORD), a public repository of structured organic reaction records. describe an organic reaction: reactants, conditions, products, and yield Starting materials: C(O)C(CC)(CO)CO (trimethylolpropane), C(C=C)(=O)O (acrylic acid), acid, C1(O)=CC=C(O)C=C1 (hydroquinone), C=CC1=CC=CC=C1 (styrene), 32. Run in O (water), petroleum ether, O (water). Run at time 80 hour. The product is C(C=C)(=O)O.C(C=C)(=O)O.C(C=C)(=O)O.C(O)C(CC)(CO)CO (trimethylolpropane tris-acrylate). As a reaction SMILES: [CH2:1]([C:3]([CH2:8][OH:9])([CH2:6][OH:7])[CH2:4][CH3:5])[OH:2].[C:10]([OH:14])(=[O:13])[CH:11]=[CH2:12].C1(C=CC(O)=CC=1)O.C=CC1C=CC=CC=1>O>[C:10]([OH:14])(=[O:13])[CH:11]=[CH2:12].[C:10]([OH:14])(=[O:13])[CH:11]=[CH2:12].[C:10]([OH:14])(=[O:13])[CH:11]=[CH2:12].[CH2:1]([C:3]([CH2:8][OH:9])([CH2:6][OH:7])[CH2:4][CH3:5])[OH:2] |f:5.6.7.8|. Procedure: In a 10 l three-necked flask with a stirrer, a water separator and a gas inlet tube, 2.44 kg of trimethylolpropane, 3.93 kg of acrylic acid, 0.5 kg of an acid ion exchanger (Lewatit 3333 from Bayer AG), 9 g of hydroquinone and also 19 g of styrene together with 1.5 l of petroleum ether (boiling range 60°-70° C.) were heated, whilst stirring, under the water separator. During the esterification a slow stream of air was passed through the reaction. After 80 hours, the reaction mixture had an acid ... Reactants: CS(=O)(=O)O, [Cl-], ClCCl, OCCOc1ccc(C#Cc2cnc(-c3ccc(Cl)cc3)cn2)cc1, c1ccncc1. The product is CS(=O)(=O)OCCOc1ccc(C#Cc2cnc(-c3ccc(Cl)cc3)cn2)cc1. Reaction SMILES: [CH3:2][S:3](=[O:4])(=[O:5])[OH:6].[Cl-:1].[Cl:38][CH2:39][Cl:40].[Cl:7][c:8]1[cH:9][cH:10][c:11](-[c:14]2[n:15][cH:16][c:17]([C:20]#[C:21][c:22]3[cH:23][cH:24][c:25]([O:26][CH2:27][CH2:28][OH:29])[cH:30][cH:31]3)[n:18][cH:19]2)[cH:12][cH:13]1.[cH:32]1[cH:33][cH:34][n:35][cH:36][cH:37]1>>[CH3:2][S:3](=[O:4])(=[O:5])[O:6][CH2:28][CH2:27][O:26][c:25]1[cH:24][cH:23][c:22]([C:21]#[C:20][c:17]2[cH:16][n:15][c:14](-[c:11]3[cH:10][cH:9][c:8]([Cl:7])[cH:13][cH:12]3)[cH:19][n:18]2)[cH:31][cH:30]1. The reactants are Cc1nc(NCc2csc(N)n2)c(F)c(NNC(=O)C(CC2CCCC2)CN(C=O)OC2CCCCO2)n1, O. The product is Cc1nc(NCc2csc(N)n2)c(F)c(NNC(=O)C(CC2CCCC2)CN(O)C=O)n1. Reaction SMILES: [NH2:1][c:2]1[s:3][cH:4][c:5]([CH2:7][NH:8][c:9]2[c:10]([F:38])[c:11]([NH:16][NH:17][C:18]([CH:19]([CH2:20][N:21]([CH:22]=[O:23])[O:24][CH:25]3[CH2:26][CH2:27][CH2:28][CH2:29][O:30]3)[CH2:31][CH:32]3[CH2:33][CH2:34][CH2:35][CH2:36]3)=[O:37])[n:12][c:13]([CH3:15])[n:14]2)[n:6]1.[OH2:39]>>[NH2:1][c:2]1[s:3][cH:4][c:5]([CH2:7][NH:8][c:9]2[c:10]([F:38])[c:11]([NH:16][NH:17][C:18]([CH:19]([CH2:20][N:21]([CH:22]=[O:23])[OH:24])[CH2:31][CH:32]3[CH2:33][CH2:34][CH2:35][CH2:36]3)=[O:37])[n:12][c:13]([CH3:15])[n:14]2)[n:6]1.